Task: describe an organic reaction: reactants, conditions, products, and yield. Dataset: the Open Reaction Database (ORD), a public repository of structured organic reaction records Starting materials: C(CCCC)Br (n-pentyl bromide), [Mg] (magnesium), Cl[SiH]1CCC(CC1)C1=CC=C(C=C1)C1=CC(=C(C(=C1)F)OC(F)F)F (4'-(4-chloro-4-silacyclohexyl)-3,5-difluoro-4-difluoromethoxybiphenyl). The solvent is C1CCOC1 (THF), C1CCOC1 (THF). The product is C(CCCC)[Si@@H]1CC[C@H](CC1)C1=CC=C(C=C1)C1=CC(=C(C(=C1)F)OC(F)F)F (4'-(trans-4-n-pentyl-4-silacyclohexyl)-3,5-difluoro-4-difluoromethoxybiphenyl). The yield is 82.0%. Reaction SMILES: [CH2:1](Br)[CH2:2][CH2:3][CH2:4][CH3:5].[Mg].Cl[SiH:9]1[CH2:14][CH2:13][CH:12]([C:15]2[CH:20]=[CH:19][C:18]([C:21]3[CH:26]=[C:25]([F:27])[C:24]([O:28][CH:29]([F:31])[F:30])=[C:23]([F:32])[CH:22]=3)=[CH:17][CH:16]=2)[CH2:11][CH2:10]1>C1COCC1>[CH2:1]([Si@H:9]1[CH2:14][CH2:13][C@H:12]([C:15]2[CH:20]=[CH:19][C:18]([C:21]3[CH:22]=[C:23]([F:32])[C:24]([O:28][CH:29]([F:31])[F:30])=[C:25]([F:27])[CH:26]=3)=[CH:17][CH:16]=2)[CH2:11][CH2:10]1)[CH2:2][CH2:3][CH2:4][CH3:5]. Procedure: 3.0 g (20 mmol) of n-pentyl bromide was dripped into a mixture of 0.5 g of magnesium (21 mmol) and 50 ml of THF to obtain a Grignard's reagent. This solution was then dripped into a 50 ml THF solution of 7.8 g (20 mmol) of 4'-(4-chloro-4-silacyclohexyl)-3,5-difluoro-4-difluoromethoxybiphenyl to obtain 4'-(trans-4-n-pentyl-4-silacyclohexyl)-3,5-difluoro-4-difluoromethoxybiphenyl. The silacyclohexane rings of this product were a mixture of trans and cis isomers. They were separated by means of chr...